Dataset: the Open Reaction Database (ORD), a public repository of structured organic reaction records. Task: describe an organic reaction: reactants, conditions, products, and yield Reactants: CNC(=O)c1cnn(-c2ccccc2)c1C#N, COc1ccc(P2(=S)SP(=S)(c3ccc(OC)cc3)S2)cc1, Cc1ccccc1. Product: CNC(=S)c1cnn(-c2ccccc2)c1C#N. As a reaction SMILES: [C:23](#[N:24])[c:25]1[c:26]([C:36](=[O:37])[NH:38][CH3:39])[cH:27][n:28][n:29]1-[c:30]1[cH:31][cH:32][cH:33][cH:34][cH:35]1.[CH3:1][O:2][c:3]1[cH:4][cH:5][c:6]([P:7]2(=[S:10])[S:8][P:9]([c:11]3[cH:12][cH:13][c:14]([O:15][CH3:16])[cH:17][cH:18]3)(=[S:19])[S:20]2)[cH:21][cH:22]1.[CH3:40][c:41]1[cH:42][cH:43][cH:44][cH:45][cH:46]1>>[S:10]=[C:36]([c:26]1[c:25]([C:23]#[N:24])[n:29](-[c:30]2[cH:31][cH:32][cH:33][cH:34][cH:35]2)[n:28][cH:27]1)[NH:38][CH3:39].